From a dataset of the Open Reaction Database (ORD), a public repository of structured organic reaction records. describe an organic reaction: reactants, conditions, products, and yield RXN SMILES: CS([C:5]1[CH:10]=[C:9]([C:11]2[CH:16]=[CH:15][CH:14]=[CH:13][N:12]=2)[N:8]=[C:7]([C:17]2[CH:22]=[CH:21][CH:20]=[CH:19][N:18]=2)[CH:6]=1)(=O)=O.[CH2:23](O)[CH2:24][CH2:25][CH2:26][CH2:27][CH2:28][CH2:29][CH2:30][CH2:31][CH2:32][CH2:33][CH2:34][CH2:35][CH2:36][CH2:37][CH3:38].[H-].[Na+].[Cl-].[Na+]>CN(C)C=O>[CH2:38]([C:5]1[CH:10]=[C:9]([C:11]2[CH:16]=[CH:15][CH:14]=[CH:13][N:12]=2)[N:8]=[C:7]([C:17]2[CH:22]=[CH:21][CH:20]=[CH:19][N:18]=2)[CH:6]=1)[CH2:37][CH2:36][CH2:35][CH2:34][CH2:33][CH2:32][CH2:31][CH2:30][CH2:29][CH2:28][CH2:27][CH2:26][CH2:25][CH2:24][CH3:23] |f:2.3,4.5|. The product is C(CCCCCCCCCCCCCCC)C1=CC(=NC(=C1)C1=NC=CC=C1)C1=NC=CC=C1 (4'-Hexadecyl-2,2':6',2"-terpyridine). The solvent is CN(C=O)C (N,N-dimethylformamide). Conditions: time 10 minute. Procedure details: 4'-Methanesulfonyl-2,2':6',2"-terpyridine (4.67 g, 0.015 mol) and hexadecyl alcohol (2,42 g, 0.010 mol) were added to N,N-dimethylformamide (0.1 liter). At 15° C., sodium hydride (60% content, oil dispersion, 0.8 g) was added thereto over a period of about 10 minutes. The entire solution was stirred for 30 minutes and then the reaction mixture was reacted under reflux for 4 hours. After cooling to room temperature, the reaction mixture was poured into an aqueous 4M sodium chloride solution (0.3 ... Reactants: [Cl-].[Na+] (sodium chloride), CS(=O)(=O)C1=CC(=NC(=C1)C1=NC=CC=C1)C1=NC=CC=C1 (4'-Methanesulfonyl-2,2':6',2"-terpyridine), C(CCCCCCCCCCCCCCC)O (hexadecyl alcohol), [H-].[Na+] (sodium hydride). Yield: 95.3%. Reactants: C(C1=CC=CC=C1)OC1=CC=C(C=C1)C(C(CCC(=O)C1=CC=C(C=C1)F)C1=CC=C(C=C1)OC)=O (1-(4-benzyloxyphenyl)-2-(4-methoxyphenyl)-5-(4-fluorophenyl)pentan-1,5-dione), Cl.NO (hydroxylamine hydrochloride). Solvent: CO (MeOH). The product is C(C1=CC=CC=C1)OC1=CC=C(C=C1)C1=NC(=CC=C1C1=CC=C(C=C1)OC)C1=CC=C(C=C1)F (2-(4-Benzyloxyphenyl)-3-(4-methoxyphenyl)-6-(4-fluorophenyl)pyridine). Isolated yield 40.6%. Reaction SMILES: [CH2:1]([O:8][C:9]1[CH:14]=[CH:13][C:12]([C:15](=O)[CH:16]([C:28]2[CH:33]=[CH:32][C:31]([O:34][CH3:35])=[CH:30][CH:29]=2)[CH2:17][CH2:18][C:19]([C:21]2[CH:26]=[CH:25][C:24]([F:27])=[CH:23][CH:22]=2)=O)=[CH:11][CH:10]=1)[C:2]1[CH:7]=[CH:6][CH:5]=[CH:4][CH:3]=1.Cl.[NH2:38]O>CO>[CH2:1]([O:8][C:9]1[CH:14]=[CH:13][C:12]([C:15]2[C:16]([C:28]3[CH:33]=[CH:32][C:31]([O:34][CH3:35])=[CH:30][CH:29]=3)=[CH:17][CH:18]=[C:19]([C:21]3[CH:26]=[CH:25][C:24]([F:27])=[CH:23][CH:22]=3)[N:38]=2)=[CH:11][CH:10]=1)[C:2]1[CH:7]=[CH:6][CH:5]=[CH:4][CH:3]=1 |f:1.2|. Reported procedure: The 1-(4-benzyloxyphenyl)-2-(4-methoxyphenyl)-5-(4-fluorophenyl)pentan-1,5-dione (1.0 g, 2.4 mmol) and hydroxylamine hydrochloride (0.2 g, 2.9 mmol) were refluxed in 30 mL of MeOH for 48 h, worked up, and purified to give 0.45 g (40 % yield) of product: mp 114°-115° C.; 1H NMR (CDCl3) d 3.82 (s, 3H, OCH3), 5.06 (s, 2H, OCH2Ar), 6.83-6.89 (m, 4H, ArH), 7.13-7.19 (m, 4H, ArH), 7.34-7.44 (m, 7H, ArH), 7.65-7.74 (dd, 2H, J=8, ArH), 8.10-8.14 (m, 2H, ArH); MS(FD) 461(M+). Anal. Calcd for C31H24NO2F: ... The reactants are BrC=1C=NC(=NC1)N1CCOCC1 (4-(5-bromopyrimidin-2-yl)morpholine), CC1(OB(OC1(C)C)B1OC(C(O1)(C)C)(C)C)C (4,4,4′,4′,5,5,5′,5′-octamethyl-2,2′-bi-1,3,2-dioxaborolane), C(C)(=O)[O-].[K+] (potassium acetate), O1CCOCC1 (dioxane). The reagents and catalysts are Cl[Pd]([P](C1=CC=CC=C1)(C2=CC=CC=C2)C3=CC=CC=C3)([P](C4=CC=CC=C4)(C5=CC=CC=C5)C6=CC=CC=C6)Cl (bis(triphenylphosphine)palladium chloride). The solvent is CCOC(=O)C (EtOAc), O (Water). Run at temperature 80 celsius, time 8 hour. The product is N1(CCOCC1)C1=NC=C(C=N1)O (2-(morpholin-4-yl)pyrimidin-5-ol). Isolated yield 41.1%. RXN SMILES: Br[C:2]1[CH:3]=[N:4][C:5]([N:8]2[CH2:13][CH2:12][O:11][CH2:10][CH2:9]2)=[N:6][CH:7]=1.CC1(C)C(C)(C)OB(B2OC(C)(C)C(C)(C)O2)[O:16]1.C([O-])(=O)C.[K+].O1CCOCC1>Cl[Pd](Cl)([P](C1C=CC=CC=1)(C1C=CC=CC=1)C1C=CC=CC=1)[P](C1C=CC=CC=1)(C1C=CC=CC=1)C1C=CC=CC=1.CCOC(C)=O.O>[N:8]1([C:5]2[N:4]=[CH:3][C:2]([OH:16])=[CH:7][N:6]=2)[CH2:13][CH2:12][O:11][CH2:10][CH2:9]1 |f:2.3,^1:45,64|. Procedure: A mixture of 4-(5-bromopyrimidin-2-yl)morpholine (2 g), 4,4,4′,4′,5,5,5′,5′-octamethyl-2,2′-bi-1,3,2-dioxaborolane (2.5 g), bis(triphenylphosphine)palladium chloride (180 mg), potassium acetate (2.5 g), and dioxane (20 ml) was stirred at 80° C. overnight under argon atmosphere. Water and EtOAc were added to the reaction mixture, and the organic layer was dried over MgSO4 and concentrated under reduced pressure. The obtained residue was mixed with THF (10 ml) and water (10 ml), and sodium perbora... Starting materials: Cc1ccc(C(=O)O)c(Br)c1, CCN=C=NCCCN(C)C, CNOC, CN(C)c1ccncc1, ClCCl, Cl, Cl, Cl, On1nnc2ccccc21. The product is CON(C)C(=O)c1ccc(C)cc1Br. Reaction SMILES: [Br:23][c:24]1[c:25]([C:26](=[O:27])[OH:28])[cH:29][cH:30][c:31]([CH3:33])[cH:32]1.[CH2:12]([N:13]=[C:14]=[N:15][CH2:16][CH2:17][CH2:18][N:19]([CH3:20])[CH3:21])[CH3:22].[CH3:35][NH:36][O:37][CH3:38].[CH3:40][N:41]([CH3:42])[c:43]1[cH:44][cH:45][n:46][cH:47][cH:48]1.[Cl:49][CH2:50][Cl:51].[ClH:11].[ClH:34].[ClH:39].[OH:1][n:2]1[c:3]2[cH:4][cH:5][cH:6][cH:7][c:8]2[n:9][n:10]1>>[Br:23][c:24]1[c:25]([C:26](=[O:27])[N:36]([CH3:35])[O:37][CH3:38])[cH:29][cH:30][c:31]([CH3:33])[cH:32]1.